From a dataset of the Open Reaction Database (ORD), a public repository of structured organic reaction records. describe an organic reaction: reactants, conditions, products, and yield The reactants are O=C([O-])[O-], C=C1CC(C(=O)OCC)C(C(=O)OCC)C1, CO, Cl, [K+], [K+], O. The product is C=C1CC(C(=O)O)C(C(=O)OCC)C1. Reaction SMILES: [C:17](=[O:18])([O-:19])[O-:20].[CH2:1]([CH3:2])[O:3][C:4](=[O:5])[CH:6]1[CH:7]([C:12](=[O:13])[O:14][CH2:15][CH3:16])[CH2:8][C:9](=[CH2:11])[CH2:10]1.[CH3:24][OH:25].[ClH:23].[K+:21].[K+:22].[OH2:26]>>[CH2:1]([CH3:2])[O:3][C:4](=[O:5])[CH:6]1[CH:7]([C:12](=[O:13])[OH:14])[CH2:8][C:9](=[CH2:11])[CH2:10]1. Starting materials: [N+](=O)(O)[O-] (nitric acid), phosporic acid, C(#N)C=1C(NC=CC1OC)=O (3-cyano-4-methoxy-2(1H)-pyridinone), C(C)(=O)O (acetic acid). The solvent is O (Water). Run at temperature 177.5 celsius, time 2 hour. Product: OC1=NC=CC(=C1[N+](=O)[O-])O (2,4-dihydroxy-3-nitropyridine). As a reaction SMILES: C([C:3]1[C:4](=[O:11])[NH:5][CH:6]=[CH:7][C:8]=1[O:9]C)#N.C(O)(=O)C.[N+:16]([O-])([OH:18])=[O:17]>O>[OH:11][C:4]1[C:3]([N+:16]([O-:18])=[O:17])=[C:8]([OH:9])[CH:7]=[CH:6][N:5]=1. Reported procedure: 86% phosporic acid (90 mL, 151.3 g) and 3-cyano-4-methoxy-2(1H)-pyridinone (Compound X) (30.0 g, 0.20 mole) are combined under argon in a 500 mL flask equipped with a mechanical stirrer, reflux condensor. The mixture is heated in an oil bath at 175-180° C. for 23 hours. The reaction mixture is cooled to 71° C. and glacial acetic acid (90 mL, 94.5 g) added and the mixture heated at 90° C. for about 90 minutes. Fuming nitric acid (density=1.52) (12.6 g, 8.3 ml) is then added carefully over a perio... Reported procedure: 0.34 g of 4-bromo-2-fluorobenzonitrile, 1.4 g of caesium carbonate, 0.08 g of (9,9-dimethyl-9H-xanthene-4,5-diyl)bis(diphenylphosphane) and 25 mg of palladium acetate are successively added, under argon, to a solution of 0.31 g of [5-(9H-carbazol-4-yl)pyridin-2-yl]methanol in 15 ml of dioxane. The reaction mixture is refluxed for 4 hours, cooled to ambient temperature, filtered through celite and concentrated under reduced pressure. The residue is purified by silica gel chromatography, elution b... Solvent: O1CCOCC1 (dioxane). The reagents and catalysts are C(C)(=O)[O-].[Pd+2].C(C)(=O)[O-] (palladium acetate). Yield: 15.7%. Yields the product FC1=C(C#N)C=CC(=C1)N1C2=CC=CC=C2C=2C(=CC=CC12)C=1C=NC(=CC1)CO (2-fluoro-4-{4-[6-(hydroxymethyl)pyridin-3-yl]-9H-carbazol-9-yl}benzonitrile). Reaction SMILES: Br[C:2]1[CH:9]=[CH:8][C:5]([C:6]#[N:7])=[C:4]([F:10])[CH:3]=1.C(=O)([O-])[O-].[Cs+].[Cs+].CC1(C)C2C=CC=C(P(C3C=CC=CC=3)C3C=CC=CC=3)C=2OC2C1=CC=CC=2P(C1C=CC=CC=1)C1C=CC=CC=1.[CH:59]1[C:71]2[NH:70][C:69]3[C:64](=[CH:65][CH:66]=[CH:67][CH:68]=3)[C:63]=2[C:62]([C:72]2[CH:73]=[CH:74][C:75]([CH2:78][OH:79])=[N:76][CH:77]=2)=[CH:61][CH:60]=1>O1CCOCC1.C([O-])(=O)C.[Pd+2].C([O-])(=O)C>[F:10][C:4]1[CH:3]=[C:2]([N:70]2[C:71]3[CH:59]=[CH:60][CH:61]=[C:62]([C:72]4[CH:77]=[N:76][C:75]([CH2:78][OH:79])=[CH:74][CH:73]=4)[C:63]=3[C:64]3[C:69]2=[CH:68][CH:67]=[CH:66][CH:65]=3)[CH:9]=[CH:8][C:5]=1[C:6]#[N:7] |f:1.2.3,7.8.9|. Starting materials: BrC1=CC(=C(C#N)C=C1)F (4-bromo-2-fluorobenzonitrile), C([O-])([O-])=O.[Cs+].[Cs+] (caesium carbonate), CC1(C2=CC=CC(=C2OC=2C(=CC=CC12)P(C1=CC=CC=C1)C1=CC=CC=C1)P(C1=CC=CC=C1)C1=CC=CC=C1)C ((9,9-dimethyl-9H-xanthene-4,5-diyl)bis(diphenylphosphane)), C1=CC=C(C=2C3=CC=CC=C3NC12)C=1C=CC(=NC1)CO ([5-(9H-carbazol-4-yl)pyridin-2-yl]methanol). The reactants are Cl.C(C)N=C=NCCCN(C)C (1-ethyl-3-(3-(dimethylamino)propyl)carbodiimide hydrochloric acid salt), O.ON1N=NC2=C1C=CC=C2 (1 -hydroxybenztriazole hydrate), COC1=CC=C(CS[C@H](C(=O)NC(C(=O)O)C(=O)O)CC2=CC=CC=C2)C=C1 (2-((S)-2-(p-methoxybenzylmercapto)-3-phenylpropionylamino)malonic acid), acid, [Cl-].[Na+] (sodium chloride), CN1CCOCC1 (N-methylmorpholine), CC(CN)C1=CC=CC=C1 (2-methylphenylethylamine). Run in C(C)(=O)OCC.CCCCCC (ethyl acetate hexane), C(C)(=O)OCC.CCCCCC (ethyl acetate hexane), O1CCCC1 (tetrahydrofuran), ClCCl (dichloromethane). Run at time 1 day. Yields the product CC1=C(CCNC(C(C(=O)NCCC2=C(C=CC=C2)C)NC([C@H](CC2=CC=CC=C2)SCC2=CC=C(C=C2)OC)=O)=O)C=CC=C1 (N,N′-di-(2-methylphenethyl)-2-((S)-2-(p-methoxybenzylmercapto)-3-phenylpropionylamino)malonamide). Reaction SMILES: [CH3:1][O:2][C:3]1[CH:28]=[CH:27][C:6]([CH2:7][S:8][C@@H:9]([CH2:20][C:21]2[CH:26]=[CH:25][CH:24]=[CH:23][CH:22]=2)[C:10]([NH:12][CH:13]([C:17](O)=[O:18])[C:14](O)=[O:15])=[O:11])=[CH:5][CH:4]=1.[Cl-].[Na+].C[N:32]1[CH2:37][CH2:36]OCC1.C[CH:39]([C:42]1[CH:47]=[CH:46][CH:45]=[CH:44][CH:43]=1)CN.Cl.C(N=C=N[CH2:54][CH2:55][CH2:56][N:57](C)C)C.O.ON1[C:66]2[CH:67]=[CH:68][CH:69]=[CH:70][C:65]=2N=N1>C(OCC)(=O)C.CCCCCC.O1CCCC1.ClCCl>[CH3:68][C:67]1[CH:66]=[CH:65][CH:70]=[CH:69][C:54]=1[CH2:55][CH2:56][NH:57][C:14](=[O:15])[CH:13]([NH:12][C:10](=[O:11])[C@@H:9]([S:8][CH2:7][C:6]1[CH:27]=[CH:28][C:3]([O:2][CH3:1])=[CH:4][CH:5]=1)[CH2:20][C:21]1[CH:26]=[CH:25][CH:24]=[CH:23][CH:22]=1)[C:17]([NH:32][CH2:37][CH2:36][C:47]1[CH:46]=[CH:45][CH:44]=[CH:43][C:42]=1[CH3:39])=[O:18] |f:1.2,5.6,7.8,9.10|. Procedure details: Combine 2-((S)-2-(p-methoxybenzylmercapto)-3-phenylpropionylamino)malonic acid (prepared by the method of Preparation 5, 0.476 g, 63% acid/37% sodium chloride, 0.74 mmol), and N-methylmorpholine (0.27 mL, 2.4 mmol), 2-methylphenylethylamine (0.25 mL, 1.7 mmol), dichloromethane (9 mL), and tetrahydrofuran (1mL). Add, 1-ethyl-3-(3-(dimethylamino)propyl)carbodiimide hydrochloric acid salt (0.314 g, 1.64 mmol) and 1 -hydroxybenztriazole hydrate (0.22 g, 1.64 mmol). After 1 day, concentrate in vacuo ... The reactants are O=C(O)C(=CC1CCCC1)c1ccc(SC2CC2)nc1, CCOC(=O)c1cnc(N)s1. Yields the product CCOC(=O)c1cnc(NC(=O)C(=CC2CCCC2)c2ccc(SC3CC3)nc2)s1. As a reaction SMILES: [CH:1]1([CH:6]=[C:7]([C:8](=[O:9])[OH:10])[c:11]2[cH:12][n:13][c:14]([S:17][CH:18]3[CH2:19][CH2:20]3)[cH:15][cH:16]2)[CH2:2][CH2:3][CH2:4][CH2:5]1.[NH2:21][c:22]1[s:23][c:24]([C:27](=[O:28])[O:29][CH2:30][CH3:31])[cH:25][n:26]1>>[CH:1]1([CH:6]=[C:7]([C:8](=[O:10])[NH:21][c:22]2[s:23][c:24]([C:27](=[O:28])[O:29][CH2:30][CH3:31])[cH:25][n:26]2)[c:11]2[cH:12][n:13][c:14]([S:17][CH:18]3[CH2:19][CH2:20]3)[cH:15][cH:16]2)[CH2:2][CH2:3][CH2:4][CH2:5]1. The reactants are COC1=CC(=C(C(=C1)C)S(=O)(=O)N(C)CC=1OC=C(N1)C(=O)O)C (2-{[(4-methoxy-2,6-dimethyl-benzenesulfonyl)-methyl-amino]-methyl}-oxazole-4-carboxylic acid), CCN(C(C)C)C(C)C (DIPEA), Cl.CNCC1=CC=C(CN2CC(CC2)O)C=C1 (1-(4-methylaminomethyl-benzyl)-pyrrolidin-3-ol hydrochloride), CCN=C=NCCCN(C)C (EDCI), C=1C=CC2=C(C1)N=NN2O (HOBt). Run in C(Cl)Cl (DCM). The product is OC1CN(CC1)CC1=CC=C(CN(C(=O)C=2N=C(OC2)CN(C)S(=O)(=O)C2=C(C=C(C=C2C)OC)C)C)C=C1 (N-{4-[(3-Hydroxypyrrolidin-1-yl)methyl]benzyl}-2-({[(4-methoxy-2,6-dimethylphenyl)sulfonyl](methyl)amino}methyl)-N-methyl-1,3-oxazole-4-carboxamide). Reaction SMILES: [CH3:1][O:2][C:3]1[CH:8]=[C:7]([CH3:9])[C:6]([S:10]([N:13]([CH2:15][C:16]2[O:17][CH:18]=[C:19]([C:21](O)=[O:22])[N:20]=2)[CH3:14])(=[O:12])=[O:11])=[C:5]([CH3:24])[CH:4]=1.CCN=C=NCCCN(C)C.C1C=CC2N(O)N=NC=2C=1.CCN(C(C)C)C(C)C.Cl.[CH3:56][NH:57][CH2:58][C:59]1[CH:71]=[CH:70][C:62]([CH2:63][N:64]2[CH2:68][CH2:67][CH:66]([OH:69])[CH2:65]2)=[CH:61][CH:60]=1>C(Cl)Cl>[OH:69][CH:66]1[CH2:67][CH2:68][N:64]([CH2:63][C:62]2[CH:70]=[CH:71][C:59]([CH2:58][N:57]([CH3:56])[C:21]([C:19]3[N:20]=[C:16]([CH2:15][N:13]([S:10]([C:6]4[C:5]([CH3:24])=[CH:4][C:3]([O:2][CH3:1])=[CH:8][C:7]=4[CH3:9])(=[O:12])=[O:11])[CH3:14])[O:17][CH:18]=3)=[O:22])=[CH:60][CH:61]=2)[CH2:65]1 |f:4.5|. Reported procedure: The title compound was prepared according to general procedure BH using 2-{[(4-methoxy-2,6-dimethyl-benzenesulfonyl)-methyl-amino]-methyl}-oxazole-4-carboxylic acid (35 mg, 0.10 mmol), EDCI (26 mg, 0.14 mmol), HOBt (19 mg, 0.15 mmol), DIPEA (0.03 mL, 0.19 mmol), 1-(4-methylaminomethyl-benzyl)-pyrrolidin-3-ol hydrochloride (30 mg, 0.11 mmol) and DCM (10 mL). Starting materials: CS(=O)(=O)OCCOC1=CC=C(C=C1)C1C(CN(CC1)C(=O)OC(C)(C)C)OCC1=CC2=CC=CC=C2C=C1 (tert-butyl (3RS,4RS)-4-[4-(2-methylsulphonyloxy-ethoxy)-phenyl]-3-(naphthalen-2-ylmethoxy)-piperidine-1-carboxylate), [N-]=[N+]=[N-].[Na+] (sodium azide), ice water. The solvent is CS(=O)C (dimethyl sulphoxide). Run at temperature 80 celsius, time 3.5 hour. Yields the product N(=[N+]=[N-])CCOC1=CC=C(C=C1)C1C(CN(CC1)C(=O)OC(C)(C)C)OCC1=CC2=CC=CC=C2C=C1 (tert-butyl (3RS,4RS)-4-[4-(2-azido-ethoxy)-phenyl]-3-(naphthalen-2-ylmethoxy)-piperidine-1-carboxylate). RXN SMILES: CS(O[CH2:6][CH2:7][O:8][C:9]1[CH:14]=[CH:13][C:12]([CH:15]2[CH2:20][CH2:19][N:18]([C:21]([O:23][C:24]([CH3:27])([CH3:26])[CH3:25])=[O:22])[CH2:17][CH:16]2[O:28][CH2:29][C:30]2[CH:39]=[CH:38][C:37]3[C:32](=[CH:33][CH:34]=[CH:35][CH:36]=3)[CH:31]=2)=[CH:11][CH:10]=1)(=O)=O.[N-:40]=[N+:41]=[N-:42].[Na+]>CS(C)=O>[N:40]([CH2:6][CH2:7][O:8][C:9]1[CH:10]=[CH:11][C:12]([CH:15]2[CH2:20][CH2:19][N:18]([C:21]([O:23][C:24]([CH3:27])([CH3:26])[CH3:25])=[O:22])[CH2:17][CH:16]2[O:28][CH2:29][C:30]2[CH:39]=[CH:38][C:37]3[C:32](=[CH:33][CH:34]=[CH:35][CH:36]=3)[CH:31]=2)=[CH:13][CH:14]=1)=[N+:41]=[N-:42] |f:1.2|. Procedure details: A mixture of 569 mg of crude tert-butyl (3RS,4RS)-4-[4-(2-methylsulphonyloxy-ethoxy)-phenyl]-3-(naphthalen-2-ylmethoxy)-piperidine-1-carboxylate and 650 mg of sodium azide in 20 ml of dimethyl sulphoxide was stirred at 80° C. for 3.5 hours. Subsequently, this reaction solution was poured into 50 ml of an ice/water mixture and extracted three times with ethyl acetate. The organic phases were washed with water, dried over magnesium sulphate, evaporated under reduced pressure and dried in a high va...